This data is from the Open Reaction Database (ORD), a public repository of structured organic reaction records. The task is: describe an organic reaction: reactants, conditions, products, and yield The reactants are O (water), C(C=1C(O)=CC=CC1)=O (salicylaldehyde), C(C=CCCCCC)=O (2-octenal), C([O-])([O-])=O.[K+].[K+] (potassium carbonate). The solvent is O1CCOCC1 (dioxane). Product: C(CCCC)C1OC2=C(C=C1C=O)C=CC=C2 (2-n-Pentyl-3-formyl-2H-1-benzopyran). The yield is 48.0%. Reaction SMILES: [CH:1](=O)[C:2]1[C:3](=[CH:5][CH:6]=[CH:7][CH:8]=1)[OH:4].[CH:10](=[O:18])[CH:11]=[CH:12][CH2:13][CH2:14][CH2:15][CH2:16][CH3:17].C(=O)([O-])[O-].[K+].[K+].O>O1CCOCC1>[CH2:13]([CH:12]1[C:11]([CH:10]=[O:18])=[CH:1][C:2]2[CH:8]=[CH:7][CH:6]=[CH:5][C:3]=2[O:4]1)[CH2:14][CH2:15][CH2:16][CH3:17] |f:2.3.4|. Procedure details: A mixture of 22.0 g (0.18 mol) of salicylaldehyde, 25.0 g (0.198 mol) of 2-octenal and 24.8 g (0.18 mol) of potassium carbonate in 200 ml of dioxane, maintained under an inert atmosphere, is heated at reflux for 2.5 h. The reaction mixture is subsequently brought to room temperature (20-25° C.) and then diluted by addition of 1.5 litres of water. The formation of an oil is observed, which oil is extracted with methylene chloride. The organic phase is dried over anhydrous sodium sulphate and then... Solvent: CC1=CC=CC=C1. The product is CC(C)(C)OC(=O)N1CCN(CC1)C2=CC(=C(C=C2)C#N)Cl. Reported procedure: In a 250 mL round-bottomed dried flask , diacetoxypalladium (0.036 g, 0.16 mmol) was treated with 2,2'-bis(diphenylphosphino)-1,1'-binaphthyl (0.195 g, 0.31 mmol) under nitrogen in toluene (35 mL). The reaction was heated to 80 °C and was stirred for 10 min. To the flask was then added tert-butyl piperazine-1-carboxylate (0.602 g, 3.23 mmol), cesium carbonate (0.527 g, 1.62 mmol), potassium carbonate (0.447 g, 3.23 mmol) and 1,4,7,10,13,16-hexaoxacyclooctadecane (0.085 g, 0.32 mmol). The reactio... Conditions: temperature 80 celsius. The reagents and catalysts are C(=O)([O-])[O-].[Cs+].[Cs+], C1=CC=C(C=C1)P(C2=CC=CC=C2)C3=C(C4=CC=CC=C4C=C3)C5=C(C=CC6=CC=CC=C65)P(C7=CC=CC=C7)C8=CC=CC=C8, CC(=O)O.CC(=O)O.[Pd]. Reactants: CC(C)(C)OC(=O)N1CCNCC1, C1=CC(=C(C=C1Br)Cl)C#N. Isolated yield 47.1%. Reactants: Cl (Hydrogen chloride), COC1=NC(=CC(=N1)C=1C=C(C=CC1)C1(CCOCC1)C(=O)O)NCCC1=CC=C(C=C1)OC(F)(F)F (4-(3-{2-methoxy-6-[2-(4-trifluoromethoxy-phenyl)-ethylamino]-pyrimidin-4-yl}-phenyl)-tetrahydro-pyran-4-carboxylic acid), CO (methyl alcohol). Reaction conditions: temperature 70 celsius, time 8 hour. Product: COC(=O)C1(CCOCC1)C1=CC(=CC=C1)C1=NC(=NC(=C1)NCCC1=CC=C(C=C1)OC(F)(F)F)OC (4-(3-{2-methoxy-6-[2-(4-trifluoromethoxy-phenyl)-ethylamino]-pyrimidin-4-yl}-phenyl)-tetrahydro-pyran-4-carboxylic acid methyl ester). Reaction SMILES: Cl.[CH3:2][O:3][C:4]1[N:9]=[C:8]([C:10]2[CH:11]=[C:12]([C:16]3([C:22]([OH:24])=[O:23])[CH2:21][CH2:20][O:19][CH2:18][CH2:17]3)[CH:13]=[CH:14][CH:15]=2)[CH:7]=[C:6]([NH:25][CH2:26][CH2:27][C:28]2[CH:33]=[CH:32][C:31]([O:34][C:35]([F:38])([F:37])[F:36])=[CH:30][CH:29]=2)[N:5]=1.[CH3:39]O>>[CH3:39][O:23][C:22]([C:16]1([C:12]2[CH:13]=[CH:14][CH:15]=[C:10]([C:8]3[CH:7]=[C:6]([NH:25][CH2:26][CH2:27][C:28]4[CH:29]=[CH:30][C:31]([O:34][C:35]([F:37])([F:38])[F:36])=[CH:32][CH:33]=4)[N:5]=[C:4]([O:3][CH3:2])[N:9]=3)[CH:11]=2)[CH2:21][CH2:20][O:19][CH2:18][CH2:17]1)=[O:24]. Procedure: Hydrogen chloride (4 M in 1,4-dioxane, 43.5 μL, 0.17 mmol) is added to a solution of N-[4-(3-{2-methoxy-6-[2-(4-trifluoromethoxy-phenyl)-ethylamino]-pyrimidin-4-yl}-phenyl)-tetrahydro-pyran-4-carboxylic acid (45 mg, 0.09 mmol) in methyl alcohol (4 mL) and the reaction mixture is stirred overnight at 70° C. The reaction is cooled to room temperature, quenched with water. The volatiles are removed in vacuo. The aqueous is extracted twice with ethyl acetate. The combined extracts are dried over sod... Starting materials: CN1CCN(c2ncc3c(=O)c(C(=O)O)cn(CCCl)c3n2)CC1, Cl, [Na+], [OH-]. Yields the product C=Cn1cc(C(=O)O)c(=O)c2cnc(N3CCN(C)CC3)nc21. Reaction SMILES: [Cl:1][CH2:2][CH2:3][n:4]1[cH:5][c:6]([C:22](=[O:23])[OH:24])[c:7](=[O:21])[c:8]2[c:9]1[n:10][c:11]([N:14]1[CH2:15][CH2:16][N:17]([CH3:20])[CH2:18][CH2:19]1)[n:12][cH:13]2.[ClH:27].[Na+:26].[OH-:25]>>[CH2:2]=[CH:3][n:4]1[cH:5][c:6]([C:22](=[O:23])[OH:24])[c:7](=[O:21])[c:8]2[c:9]1[n:10][c:11]([N:14]1[CH2:15][CH2:16][N:17]([CH3:20])[CH2:18][CH2:19]1)[n:12][cH:13]2.